This data is from the Open Reaction Database (ORD), a public repository of structured organic reaction records. The task is: describe an organic reaction: reactants, conditions, products, and yield Reactants: CC(C)=O, Cc1[nH]c(C(=O)NC2CCN(n3ccc(C=O)c3)CC2)c(Cl)c1Cl, [K+], O=[Mn](=O)(=O)[O-], O. The product is Cc1[nH]c(C(=O)NC2CCN(n3ccc(C(=O)O)c3)CC2)c(Cl)c1Cl. Reaction SMILES: [CH3:31][C:32](=[O:33])[CH3:34].[Cl:1][c:2]1[c:3]([C:9](=[O:10])[NH:11][CH:12]2[CH2:13][CH2:14][N:15]([n:18]3[cH:19][c:20]([CH:23]=[O:24])[cH:21][cH:22]3)[CH2:16][CH2:17]2)[nH:4][c:5]([CH3:8])[c:6]1[Cl:7].[K+:30].[Mn:25](=[O:26])([O-:27])(=[O:28])=[O:29].[OH2:35]>>[Cl:1][c:2]1[c:3]([C:9](=[O:10])[NH:11][CH:12]2[CH2:13][CH2:14][N:15]([n:18]3[cH:19][c:20]([C:23](=[O:24])[OH:26])[cH:21][cH:22]3)[CH2:16][CH2:17]2)[nH:4][c:5]([CH3:8])[c:6]1[Cl:7]. Reactants: CCCCCC, ClCCl, O=Cc1cc2ccc3c4ccccc4ccc3c2o1, OCc1cc2ccc3c4ccccc4ccc3c2s1. Product: O=Cc1cc2ccc3c4ccccc4ccc3c2s1. Reaction SMILES: [CH3:42][CH2:43][CH2:44][CH2:45][CH2:46][CH3:47].[Cl:39][CH2:40][Cl:41].[cH:1]1[c:2]2[cH:3][cH:4][c:5]3[c:6]4[cH:7][cH:8][cH:9][cH:10][c:11]4[cH:12][cH:13][c:14]3[c:15]2[o:16][c:17]1[CH:18]=[O:19].[cH:20]1[c:21]2[c:22]([s:23][c:24]1[CH2:25][OH:26])[c:27]1[cH:28][cH:29][c:30]3[cH:31][cH:32][cH:33][cH:34][c:35]3[c:36]1[cH:37][cH:38]2>>[cH:20]1[c:21]2[c:22]([s:23][c:24]1[CH:25]=[O:26])[c:27]1[cH:28][cH:29][c:30]3[cH:31][cH:32][cH:33][cH:34][c:35]3[c:36]1[cH:37][cH:38]2. Reactants: [BH4-], O=C([O-])[O-], COc1ccc(-c2nc(-c3cccc(CN(C)C)c3)n(CC(C)=O)n2)cc1, CCO, CO, ClC(Cl)Cl, Cl, Cl, [Li+], [Na+], [Na+]. The product is COc1ccc(-c2nc(-c3cccc(CN(C)C)c3)n(CC(C)O)n2)cc1, Cl. Reaction SMILES: [BH4-:29].[C:31](=[O:32])([O-:33])[O-:34].[CH3:2][N:3]([CH3:4])[CH2:5][c:6]1[cH:7][c:8](-[c:12]2[n:13][c:14](-[c:21]3[cH:22][cH:23][c:24]([O:27][CH3:28])[cH:25][cH:26]3)[n:15][n:16]2[CH2:17][C:18]([CH3:19])=[O:20])[cH:9][cH:10][cH:11]1.[CH3:38][CH2:39][OH:40].[CH3:41][OH:42].[Cl:43][CH:44]([Cl:45])[Cl:46].[ClH:1].[ClH:37].[Li+:30].[Na+:35].[Na+:36]>>[CH3:2][N:3]([CH3:4])[CH2:5][c:6]1[cH:7][c:8](-[c:12]2[n:13][c:14](-[c:21]3[cH:22][cH:23][c:24]([O:27][CH3:28])[cH:25][cH:26]3)[n:15][n:16]2[CH2:17][CH:18]([CH3:19])[OH:20])[cH:9][cH:10][cH:11]1.[ClH:1]. Reactants: S1(=O)(=O)NC(=O)C2=CC=CC=C12 (saccharin), P(Cl)(Cl)(Cl)(Cl)Cl (phosphorus pentachloride). The product is C(#N)C1=C(C=CC=C1)S(=O)(=O)Cl (2-cyanobenzenesulfonyl chloride). Reaction SMILES: [S:1]1([C:12]2[C:7](=[CH:8][CH:9]=[CH:10][CH:11]=2)[C:5](=O)[NH:4]1)(=[O:3])=[O:2].P(Cl)(Cl)(Cl)(Cl)[Cl:14]>>[C:5]([C:7]1[CH:8]=[CH:9][CH:10]=[CH:11][C:12]=1[S:1]([Cl:14])(=[O:3])=[O:2])#[N:4]. Procedure details: heating saccharin and phosphorus pentachloride under conditions and for a time sufficient to provide 2-cyanobenzenesulfonyl chloride; and Starting materials: o-[tri(cyclohexyl)]tin, C(C1=CC=CC=C1)O (benzylalcohol), C1(CCCCC1)[Sn](C1=C(C=CC=C1)C(C)O)(C1CCCCC1)C1CCCCC1 (tricyclohexyl[o-(1-hydroxyethyl)phenyl]tin), BrC1=C(CO)C=CC=C1 (o-bromobenzylalcohol). Yields the product BrC1=C(C=CC=C1)C(C)O (o-bromo-1-phenyl ethanol). Yield: 75.1%. As a reaction SMILES: C(O)C1C=CC=CC=1.C1([Sn](C2CCCCC2)(C2CCCCC2)[C:16]2[CH:21]=[CH:20][CH:19]=[CH:18][C:17]=2[CH:22]([OH:24])[CH3:23])CCCCC1.[Br:37]C1C=CC=CC=1CO>>[Br:37][C:16]1[CH:21]=[CH:20][CH:19]=[CH:18][C:17]=1[CH:22]([OH:24])[CH3:23]. Procedure details: 17.2 g of o-[tri(cyclohexyl)]tin]benzylalcohol was obtained in the same manner as in the synthesis of tricyclohexyl[o-(1-hydroxyethyl)phenyl]tin of Example 1-(4), with the exception that 9.40 g of o-bromobenzylalcohol (50.2 mmol), prepared in the aforementioned example (1), instead of o-bromo-1-phenyl ethanol (yield=75.1%).